Dataset: the Open Reaction Database (ORD), a public repository of structured organic reaction records. Task: describe an organic reaction: reactants, conditions, products, and yield Reactants: NC1(C(NC2=CC=C(C=C12)OCC)=O)C1=C(C=CC=C1)Cl (3-amino-3-(2-chlorophenyl)-5-ethoxy-1,3-dihydroindol-2-one), C(C)N(C(NC1=CC=C(C=C1)S(=O)(=O)Cl)=O)CC (4-(N',N'-diethylureido)benzenesulfonyl chloride). Yields the product NC1(C(N(C2=CC=C(C=C12)OCC)S(=O)(=O)C1=CC=C(C=C1)NC(=O)N(CC)CC)=O)C1=C(C=CC=C1)Cl (3-Amino-3-(2-chlorophenyl)-5-ethoxy-1-[4-(N',N'-diethylureido)benzenesulfonyl]-1,3-dihydroindol-2-one). Reaction SMILES: [NH2:1][C:2]1([C:15]2[CH:20]=[CH:19][CH:18]=[CH:17][C:16]=2[Cl:21])[C:10]2[C:5](=[CH:6][CH:7]=[C:8]([O:11][CH2:12][CH3:13])[CH:9]=2)[NH:4][C:3]1=[O:14].[CH2:22]([N:24]([CH2:38][CH3:39])[C:25](=[O:37])[NH:26][C:27]1[CH:32]=[CH:31][C:30]([S:33](Cl)(=[O:35])=[O:34])=[CH:29][CH:28]=1)[CH3:23]>>[NH2:1][C:2]1([C:15]2[CH:20]=[CH:19][CH:18]=[CH:17][C:16]=2[Cl:21])[C:10]2[C:5](=[CH:6][CH:7]=[C:8]([O:11][CH2:12][CH3:13])[CH:9]=2)[N:4]([S:33]([C:30]2[CH:29]=[CH:28][C:27]([NH:26][C:25]([N:24]([CH2:38][CH3:39])[CH2:22][CH3:23])=[O:37])=[CH:32][CH:31]=2)(=[O:35])=[O:34])[C:3]1=[O:14]. Procedure: This compound is prepared according to the procedure described in EXAMPLE 30 from 3-amino-3-(2-chlorophenyl)-5-ethoxy-1,3-dihydroindol-2-one and 4-(N',N'-diethylureido)benzenesulfonyl chloride. Reactants: P(=O)(Cl)(Cl)Cl (Phosphorus oxychloride), C1(CCCCC1)N(C(=O)NCCC)CCC (cyclohexyl-dipropylurea), C1(=CC=CC=C1)C (toluene), [OH-].[Na+] (Sodium hydroxide), C(CC)NCCC (Dipropylamine). Conditions: time 8 hour. Yields the product C1(CCCCC1)N=C(N(CCC)CCC)N(CCC)CCC (Cyclohexyl-tetrapropylguanidine). RXN SMILES: P(Cl)(Cl)(Cl)=O.[CH:6]1([N:12](CCC)[C:13]([NH:15][CH2:16][CH2:17][CH3:18])=O)[CH2:11][CH2:10][CH2:9][CH2:8][CH2:7]1.[CH2:22]([NH:25][CH2:26][CH2:27][CH3:28])[CH2:23][CH3:24].[OH-].[Na+].[C:31]1(C)[CH:36]=CC=C[CH:32]=1>>[CH:6]1([N:12]=[C:13]([N:15]([CH2:16][CH2:17][CH3:18])[CH2:32][CH2:31][CH3:36])[N:25]([CH2:26][CH2:27][CH3:28])[CH2:22][CH2:23][CH3:24])[CH2:7][CH2:8][CH2:9][CH2:10][CH2:11]1 |f:3.4|. Reported procedure: Phosphorus oxychloride (86 ml, 142 g, 0.92 mol) is added dropwise over a 1 hour period to a toluene (800 ml) solution of cyclohexyl-dipropylurea (191 g, 0.845 mol). The reaction is stirred overnight at room temperature. Dipropylamine (221 g, 300 ml, 2.19) is added dropwise for over a 2 hour period, then stirred 2 hours at room temperature. Sodium hydroxide solution (6×0.92 mol NaOH and 500 ml water) is slowly added to the reaction mixture in an ice-water bath. The water layer is extracted with d... Starting materials: C(C1=CC=CC=C1)OC=1C=C(C=O)C=CC1 (3-benzyloxybenzaldehyde), S1C(NC(C1)=O)=O (2,4-thiazolidinedione), N1CCCCC1 (piperidine). The solvent is N1=CC=CC=C1 (pyridine). Conditions: time 2 day. The product is C1(=CC=CC=C1)COC=1C=C(C=CC1)C=C1C(NC(S1)=O)=O (5-[3-(Phenylmethoxy)phenylmethyl-ene]-2,4-thiazolidinedione). Isolated yield 100.0%. As a reaction SMILES: [CH2:1]([O:8][C:9]1[CH:10]=[C:11]([CH:14]=[CH:15][CH:16]=1)[CH:12]=O)[C:2]1[CH:7]=[CH:6][CH:5]=[CH:4][CH:3]=1.[S:17]1[CH2:21][C:20](=[O:22])[NH:19][C:18]1=[O:23].N1CCCCC1>N1C=CC=CC=1>[C:2]1([CH2:1][O:8][C:9]2[CH:10]=[C:11]([CH:12]=[C:21]3[S:17][C:18](=[O:23])[NH:19][C:20]3=[O:22])[CH:14]=[CH:15][CH:16]=2)[CH:7]=[CH:6][CH:5]=[CH:4][CH:3]=1. Procedure details: A solution of 3-benzyloxybenzaldehyde (42.45 g, 200 mmol), 2,4-thiazolidinedione (23.43 g, 200.0 mmol), and piperidine (2 g) in 150 ml pyridine was refluxed for 16 h. The mixture was concentrated in vacuo, and the residue was triturated with 500 ml hot benzene, filtered, and the filtrate left standing at room temperature for two days. The resulting crystals were collected by filtration, washed with petroleum ether, and dried to give the product in 100% yield; mp 233-235° C.; IR (nujol): 1741, 16... RXN SMILES: [Br:23].[BrH:22].[C:18]([OH:19])(=[O:20])[CH3:21].[CH2:1]([CH2:2][CH2:3][CH2:4][CH2:5][CH2:6][CH2:7][CH3:8])[c:9]1[cH:10][cH:11][c:12]([C:15]([CH3:16])=[O:17])[cH:13][cH:14]1.[CH3:24][C:25](=[O:26])[OH:27]>>[CH2:1]([CH2:2][CH2:3][CH2:4][CH2:5][CH2:6][CH2:7][CH3:8])[c:9]1[cH:10][cH:11][c:12]([C:15]([CH2:16][Br:22])=[O:17])[cH:13][cH:14]1. Starting materials: Br, Br, CC(=O)O, CCCCCCCCc1ccc(C(C)=O)cc1, CC(=O)O. The product is CCCCCCCCc1ccc(C(=O)CBr)cc1.